Dataset: the Open Reaction Database (ORD), a public repository of structured organic reaction records. Task: describe an organic reaction: reactants, conditions, products, and yield The reactants are CC(C)(C)OC(=O)N1CCNCC1, C1CNCCN1, O=[N+]([O-])c1ccc2c(Cl)ccnc2c1. The product is CC(C)(C)OC(=O)N1CCN(c2ccnc3cc([N+](=O)[O-])ccc23)CC1. Reaction SMILES: [C:15]([CH3:16])([CH3:17])([CH3:18])[O:19][C:20](=[O:21])[N:22]1[CH2:23][CH2:24][NH:25][CH2:26][CH2:27]1.[CH2:28]1[NH:29][CH2:30][CH2:31][NH:32][CH2:33]1.[Cl:1][c:2]1[cH:3][cH:4][n:5][c:6]2[cH:7][c:8]([N+:12](=[O:13])[O-:14])[cH:9][cH:10][c:11]12>>[c:2]1([N:25]2[CH2:24][CH2:23][N:22]([C:20]([O:19][C:15]([CH3:16])([CH3:17])[CH3:18])=[O:21])[CH2:27][CH2:26]2)[cH:3][cH:4][n:5][c:6]2[cH:7][c:8]([N+:12](=[O:13])[O-:14])[cH:9][cH:10][c:11]12. Reactants: COC(=O)CC(=O)C(C)C, [Na+], [OH-], O. RXN SMILES: [C:3]([CH:4]([CH3:5])[CH3:6])(=[O:7])[CH2:8][C:9](=[O:10])[O:11][CH3:12].[Na+:2].[OH-:1].[OH2:13]>>[C:3]([CH:4]([CH3:5])[CH3:6])(=[O:7])[CH2:8][C:9](=[O:10])[OH:11]. Yields the product CC(C)C(=O)CC(=O)O. Starting materials: CCN(CC)S(F)(F)F, O=CCCOCc1ccccc1, C[Si](C)(C)C#N, O=C(Cl)C(=O)Cl, [I-], [I-], [Zn+2]. Product: N#CC(F)CCOCc1ccccc1. RXN SMILES: [CH2:25]([N:26]([S:27]([F:28])([F:29])[F:31])[CH2:30][CH3:32])[CH3:33].[CH2:7]([c:8]1[cH:9][cH:10][cH:11][cH:12][cH:13]1)[O:14][CH2:15][CH2:16][CH:17]=[O:18].[CH3:19][Si:20]([CH3:21])([CH3:22])[C:23]#[N:24].[Cl:1][C:2]([C:3]([Cl:4])=[O:5])=[O:6].[I-:34].[I-:36].[Zn+2:35]>>[CH2:7]([c:8]1[cH:9][cH:10][cH:11][cH:12][cH:13]1)[O:14][CH2:15][CH2:16][CH:17]([C:23]#[N:24])[F:31]. Starting materials: C1CCNCC1, Cc1[nH]c(C=O)c(C)c1C(=O)N1CCN(C)CC1, CCO, O=C1Cc2c(cccc2-c2cccc(Cl)c2)N1. Yields the product Cc1[nH]c(C=C2C(=O)Nc3cccc(-c4cccc(Cl)c4)c32)c(C)c1C(=O)N1CCN(C)CC1. Reaction SMILES: [CH2:36]1[CH2:37][CH2:38][NH:39][CH2:40][CH2:41]1.[CH3:18][c:19]1[c:20]([CH:34]=[O:35])[nH:21][c:22]([CH3:33])[c:23]1[C:24](=[O:25])[N:26]1[CH2:27][CH2:28][N:29]([CH3:32])[CH2:30][CH2:31]1.[CH3:42][CH2:43][OH:44].[Cl:1][c:2]1[cH:3][c:4](-[c:8]2[c:9]3[c:13]([cH:14][cH:15][cH:16]2)[NH:12][C:11](=[O:17])[CH2:10]3)[cH:5][cH:6][cH:7]1>>[Cl:1][c:2]1[cH:3][c:4](-[c:8]2[c:9]3[c:13]([cH:14][cH:15][cH:16]2)[NH:12][C:11](=[O:17])[C:10]3=[CH:34][c:20]2[c:19]([CH3:18])[c:23]([C:24](=[O:25])[N:26]3[CH2:27][CH2:28][N:29]([CH3:32])[CH2:30][CH2:31]3)[c:22]([CH3:33])[nH:21]2)[cH:5][cH:6][cH:7]1. Starting materials: C(C)(C)(C)OC(=O)NCC=O (2-(tert-butoxycarbonylamino)acetaldehyde), C(C)N (ethylamine). The product is C(C)N(CCNC(=O)OC(C)(C)C)CCNC(=O)OC(C)(C)C (N-ethyl-N,N-bis[2-(tert-butoxycarbonylamino)ethyl]amine). As a reaction SMILES: [C:1]([O:5][C:6]([NH:8][CH2:9][CH:10]=O)=[O:7])([CH3:4])([CH3:3])[CH3:2].[CH2:12]([NH2:14])[CH3:13]>>[CH2:12]([N:14]([CH2:10][CH2:9][NH:8][C:6]([O:5][C:1]([CH3:2])([CH3:3])[CH3:4])=[O:7])[CH2:10][CH2:9][NH:8][C:6]([O:5][C:1]([CH3:4])([CH3:3])[CH3:2])=[O:7])[CH3:13]. Reported procedure: The product from Example 14A and ethylamine were processed as described in Example 7B to provide the title compound. Starting materials: NCCN1CCc2ccccc2C1, Cc1ccccc1, CCOC(C)=O, O=C(O)C(F)(F)F, O=C1CCCc2ccc([N+](=O)[O-])cc21. Yields the product O=[N+]([O-])c1ccc2c(c1)C(=NCCN1CCc3ccccc3C1)CCC2. Reaction SMILES: [CH2:1]1[N:2]([CH2:11][CH2:12][NH2:13])[CH2:3][CH2:4][c:5]2[cH:6][cH:7][cH:8][cH:9][c:10]21.[CH3:35][c:36]1[cH:37][cH:38][cH:39][cH:40][cH:41]1.[CH3:42][CH2:43][O:44][C:45]([CH3:46])=[O:47].[F:28][C:29]([F:30])([F:31])[C:32]([OH:33])=[O:34].[N+:14](=[O:15])([O-:16])[c:17]1[cH:18][cH:19][c:20]2[c:25]([cH:26]1)[C:24](=[O:27])[CH2:23][CH2:22][CH2:21]2>>[CH2:1]1[N:2]([CH2:11][CH2:12][N:13]=[C:24]2[CH2:23][CH2:22][CH2:21][c:20]3[cH:19][cH:18][c:17]([N+:14](=[O:15])[O-:16])[cH:26][c:25]32)[CH2:3][CH2:4][c:5]2[cH:6][cH:7][cH:8][cH:9][c:10]21. Reactants: O (water), [Na+].[I-] (NaI), FC1=CC=C(C=C1)C(O)C=1SC=CC1 ((4-fluorophenyl)-2-thienylmethan-1-ol), C[Si](C)(C)Cl (TMSCl). Solvent: CC#N (CH3CN). Conditions: temperature 0 celsius, time 8 hour. Product: FC1=CC=C(CC=2SC=CC2)C=C1 (2-(4-fluorobenzyl)thiophene). Isolated yield 40.0%. Reaction SMILES: [Na+].[I-].C[Si](Cl)(C)C.[F:8][C:9]1[CH:14]=[CH:13][C:12]([CH:15]([C:17]2[S:18][CH:19]=[CH:20][CH:21]=2)O)=[CH:11][CH:10]=1.O>CC#N>[F:8][C:9]1[CH:14]=[CH:13][C:12]([CH2:15][C:17]2[S:18][CH:19]=[CH:20][CH:21]=2)=[CH:11][CH:10]=1 |f:0.1|. Reported procedure: To a suspension of NaI (8 g, 53 mmol) in CH3CN (100 mL) was added TMSCl (6.8 mL, 54 mmol). The resulting mixture was cooled to 0° C. and treated with (4-fluorophenyl)-2-thienylmethan-1-ol, allowed to warm to room temperature, stirred overnight, then cooled to 0° C. and treated with water. The resulting mixture was extracted with EtOAc. The organic layer was washed with a saturated Na2S2O3 solution, water and a saturated NaCl solution, then concentrated under reduced pressure. The crude product w... Starting materials: O=c1c2ccc(Cl)cc2[nH]c2c(O)nn(CCBr)c(=O)c12, COc1ccc(N)cc1, CN(C)C=O. Product: COc1ccc(NCCn2nc(O)c3[nH]c4cc(Cl)ccc4c(=O)c3c2=O)cc1. As a reaction SMILES: [Br:1][CH2:2][CH2:3][n:4]1[n:5][c:6]([OH:21])[c:7]2[nH:8][c:9]3[cH:10][c:11]([Cl:20])[cH:12][cH:13][c:14]3[c:15](=[O:19])[c:16]2[c:17]1=[O:18].[CH3:22][O:23][c:24]1[cH:25][cH:26][c:27]([NH2:30])[cH:28][cH:29]1.[O:31]=[CH:32][N:33]([CH3:34])[CH3:35]>>[CH2:2]([CH2:3][n:4]1[n:5][c:6]([OH:21])[c:7]2[nH:8][c:9]3[cH:10][c:11]([Cl:20])[cH:12][cH:13][c:14]3[c:15](=[O:19])[c:16]2[c:17]1=[O:18])[NH:30][c:27]1[cH:26][cH:25][c:24]([O:23][CH3:22])[cH:29][cH:28]1. Reactants: Br (Hydrobromic acid), CNC(\C(=N/OC)\C1=C(C=CC=C1)OC1=CC=CC=C1)=O ((Z)-N-Methyl-2-(2-phenoxyphenyl)-2-methoxyiminoacetamide), C([O-])(O)=O.[Na+] (sodium bicarbonate). Run in C1(=CC=CC=C1)C (toluene). Conditions: time 3 hour. The product is CNC(/C(=N/OC)/C1=C(C=CC=C1)OC1=CC=CC=C1)=O ((E)-N-methyl-2-(2-phenoxyphenyl)-2-methoxyiminoacetamide). The yield is 99.2%. As a reaction SMILES: [CH3:1][NH:2][C:3](=[O:21])/[C:4](/[C:8]1[CH:13]=[CH:12][CH:11]=[CH:10][C:9]=1[O:14][C:15]1[CH:20]=[CH:19][CH:18]=[CH:17][CH:16]=1)=[N:5]\[O:6][CH3:7].Br.C(=O)(O)[O-].[Na+]>C1(C)C=CC=CC=1>[CH3:1][NH:2][C:3](=[O:21])/[C:4](/[C:8]1[CH:13]=[CH:12][CH:11]=[CH:10][C:9]=1[O:14][C:15]1[CH:16]=[CH:17][CH:18]=[CH:19][CH:20]=1)=[N:5]/[O:6][CH3:7] |f:2.3|. Procedure details: (Z)-N-Methyl-2-(2-phenoxyphenyl)-2-methoxyiminoacetamide (570 mg, 2 mmol) was dissolved in toluene (10 ml). Hydrobromic acid (47%, 0.52 g) was addd, and the mixture was stirred at room temperature for 3 hours. After completion of the reaction, a saturated aqueous solution of sodium bicarbonate (50 ml) was added for neutralization. The resulting mixture was extracted with methylene chloride (130 ml), washed with brine, dried over anhydrous magnesium sulfate and concentrated under reduced pressure... Starting materials: CO, CC(C)(C)OC(=O)Nc1c(F)ccc(Cl)c1F, Cl, C1COCCO1. The product is Nc1c(F)ccc(Cl)c1F. Reaction SMILES: [CH3:19][OH:20].[Cl:1][c:2]1[c:3]([F:17])[c:4]([NH:9][C:10](=[O:11])[O:12][C:13]([CH3:14])([CH3:15])[CH3:16])[c:5]([F:8])[cH:6][cH:7]1.[ClH:18].[O:21]1[CH2:22][CH2:23][O:24][CH2:25][CH2:26]1>>[Cl:1][c:2]1[c:3]([F:17])[c:4]([NH2:9])[c:5]([F:8])[cH:6][cH:7]1.